Dataset: the Open Reaction Database (ORD), a public repository of structured organic reaction records. Task: describe an organic reaction: reactants, conditions, products, and yield Reactants: ClC1=C(C(=O)NNC(C2=CC=C(C=C2)OCCCCCCCC)=O)C=C(C=C1)Cl (2,5-dichloro-N′-[4-(octyloxy)benzoyl]benzohydrazide), COC1=CC=C(C=C1)N (p-anisidine), P(Cl)(Cl)Cl (Phosphorus trichloride). The solvent is ClC1=C(C=CC=C1)Cl (1,2-dichlorobenzene). Conditions: temperature 180 celsius. Yields the product ClC1=C(C=C(C=C1)Cl)C1=NN=C(N1C1=CC=C(C=C1)OC)C1=CC=C(C=C1)OCCCCCCCC (3-(2,5-dichlorophenyl)-4-(4-methoxyphenyl)-5-[4-(octyloxy)phenyl]-4H-1,2,4-triazole). The yield is 33.9%. Reaction SMILES: [Cl:1][C:2]1[CH:28]=[CH:27][C:26]([Cl:29])=[CH:25][C:3]=1[C:4]([NH:6][NH:7][C:8](=O)[C:9]1[CH:14]=[CH:13][C:12]([O:15][CH2:16][CH2:17][CH2:18][CH2:19][CH2:20][CH2:21][CH2:22][CH3:23])=[CH:11][CH:10]=1)=O.[CH3:30][O:31][C:32]1[CH:37]=[CH:36][C:35]([NH2:38])=[CH:34][CH:33]=1.P(Cl)(Cl)Cl>ClC1C=CC=CC=1Cl>[Cl:1][C:2]1[CH:28]=[CH:27][C:26]([Cl:29])=[CH:25][C:3]=1[C:4]1[N:38]([C:35]2[CH:36]=[CH:37][C:32]([O:31][CH3:30])=[CH:33][CH:34]=2)[C:8]([C:9]2[CH:14]=[CH:13][C:12]([O:15][CH2:16][CH2:17][CH2:18][CH2:19][CH2:20][CH2:21][CH2:22][CH3:23])=[CH:11][CH:10]=2)=[N:7][N:6]=1. Procedure: Into a 1 L round-bottomed flask fitted with a mechanical stirrer, reflux condenser and nitrogen inlet were introduced 2,5-dichloro-N′-[4-(octyloxy)benzoyl]benzohydrazide (40 g, 0.09146 mole, 1 equivalent), p-anisidine (67.60 g, 0.5487 mole, 6 equivalents) and 300 mL 1,2-dichlorobenzene. Mechanical stirring resulted in partial solvation of the solids. Phosphorus trichloride (12.56 g, 0.0146 mole, 1 equivalent) was added and the contents of the flask heated at 180° C. for 12 hrs. The solvent was d... The reactants are CC(C)(C)[Si](OCC=CSC1=CC=C(C=C1)N)(C)C (4((3-(((1,1-dimethylethyl)dimethylsilyl)oxy)-1-propenyl)thio)benzenamine), N1=CC=CC=C1 (pyridine), FC(OC1=CC=C(C(=O)Cl)C=C1)(F)F (4-trifluoromethoxybenzoyl chloride). The solvent is ClCCl (dichloromethane), O (water). Conditions: temperature 0 celsius, time 0.5 hour. Product: CC(C)(C)[Si](OCC=CSC1=CC=C(C=C1)NC(C1=CC=C(C=C1)OC(F)(F)F)=O)(C)C (N-(4-(3-(((1,1-dimethylethyl)dimethylsilyl)oxy)-1-propenyl)thiophenyl)-4-(trifluoromethoxy)benzamide). Isolated yield 94.4%. RXN SMILES: [CH3:1][C:2]([Si:5]([CH3:19])([CH3:18])[O:6][CH2:7][CH:8]=[CH:9][S:10][C:11]1[CH:16]=[CH:15][C:14]([NH2:17])=[CH:13][CH:12]=1)([CH3:4])[CH3:3].N1C=CC=CC=1.[F:26][C:27]([F:39])([F:38])[O:28][C:29]1[CH:37]=[CH:36][C:32]([C:33](Cl)=[O:34])=[CH:31][CH:30]=1>ClCCl.O>[CH3:4][C:2]([Si:5]([CH3:18])([CH3:19])[O:6][CH2:7][CH:8]=[CH:9][S:10][C:11]1[CH:16]=[CH:15][C:14]([NH:17][C:33](=[O:34])[C:32]2[CH:36]=[CH:37][C:29]([O:28][C:27]([F:26])([F:38])[F:39])=[CH:30][CH:31]=2)=[CH:13][CH:12]=1)([CH3:1])[CH3:3]. Procedure: A 0° C. solution of Example 126B (0.92 g, 3.0 mmol) in dichloromethane (10 mL) was sequentially treated with pyridine (0.3 mL, 3.7 mmol) and 4-trifluoromethoxybenzoyl chloride (0.53 mL, 3.4 mmol), stirred at 0° C. for 0.5 hours and then at room temperature for 1 hour. The reaction was diluted with water and extracted with dichloromethane (3×15 mL). The combined extracts were washed with saturated NaHCO3, dried, filtered, concentrated and purified on silica gel by flash column chromatography elut... Reactants: Cc1ccc(C)c(OC=O)c1, [K], Cc1cccc(O)c1C. The product is Cc1ccc(C)c(O)c1. RXN SMILES: [CH:11](=[O:12])[O:13][c:14]1[c:15]([CH3:21])[cH:16][cH:17][c:18]([CH3:20])[cH:19]1.[K:1].[c:2]1([CH3:3])[cH:4][cH:5][cH:6][c:7]([OH:8])[c:9]1[CH3:10]>>[OH:13][c:14]1[c:15]([CH3:21])[cH:16][cH:17][c:18]([CH3:20])[cH:19]1. Reactants: NC=1C=C(C=CC1N)C1(N(C(C2=CC=CC=C12)=O)CC1=CC=CC=C1)O (3-(3,4-diaminophenyl)-3-hydroxy-2-(phenylmethyl)-2,3-dihydro-1H-isoindol-1-one), COC(=O)NC(SC)=NC(=O)OC (1,3-bis(methoxycarbonyl)-2-methyl-2-thiopseudourea), C(C)O (ethanol). Run at time 18 hour. Product: C(C)OC1(N(C(C2=CC=CC=C12)=O)CC1=CC=CC=C1)C1=CC2=C(NC(=N2)NC(OC)=O)C=C1 (methyl {5-[1-(ethyloxy)-3-oxo-2-(phenylmethyl)-2,3-dihydro-1H-isoindol-1-yl]-1H-benzimidazol-2-yl}carbamate). Reaction SMILES: [NH2:1][C:2]1[CH:3]=[C:4]([C:9]2([OH:26])[C:17]3[C:12](=[CH:13][CH:14]=[CH:15][CH:16]=3)[C:11](=[O:18])[N:10]2[CH2:19][C:20]2[CH:25]=[CH:24][CH:23]=[CH:22][CH:21]=2)[CH:5]=[CH:6][C:7]=1[NH2:8].[CH3:27][O:28][C:29]([NH:31][C:32](=NC(OC)=O)SC)=[O:30].[CH2:40](O)[CH3:41]>>[CH2:40]([O:26][C:9]1([C:4]2[CH:5]=[CH:6][C:7]3[NH:8][C:32]([NH:31][C:29](=[O:30])[O:28][CH3:27])=[N:1][C:2]=3[CH:3]=2)[C:17]2[C:12](=[CH:13][CH:14]=[CH:15][CH:16]=2)[C:11](=[O:18])[N:10]1[CH2:19][C:20]1[CH:21]=[CH:22][CH:23]=[CH:24][CH:25]=1)[CH3:41]. Procedure: A solution of 3-(3,4-diaminophenyl)-3-hydroxy-2-(phenylmethyl)-2,3-dihydro-1H-isoindol-1-one (1.5 g, 4.34 mmol) and 1,3-bis(methoxycarbonyl)-2-methyl-2-thiopseudourea (1.8 g, 8.68 mmol) in anhydrous ethanol (15 mL) was heated to 95° C. and stirred for 18 h, at which time the reaction mixture was cooled to room temperature. The white precipitate was filtered and the powder was triturated in hot ethanol (50 mL). The white powder was collected by filtration to afford methyl {5-[1-(ethyloxy)-3-oxo-2...